This data is from the Open Reaction Database (ORD), a public repository of structured organic reaction records. The task is: describe an organic reaction: reactants, conditions, products, and yield Starting materials: CC(NC(=O)c1ccc(OCc2ccccc2)cc1)C(=O)N1CCN(C(=O)c2ccccc2C(F)(F)F)CC1, CO, O=C[O-], [NH4+]. The product is CC(NC(=O)c1ccc(O)cc1)C(=O)N1CCN(C(=O)c2ccccc2C(F)(F)F)CC1. Reaction SMILES: [CH2:5]([c:6]1[cH:7][cH:8][cH:9][cH:10][cH:11]1)[O:12][c:13]1[cH:14][cH:15][c:16]([C:17](=[O:18])[NH:19][CH:20]([C:21]([N:22]2[CH2:23][CH2:24][N:25]([C:28]([c:29]3[c:30]([C:35]([F:36])([F:37])[F:38])[cH:31][cH:32][cH:33][cH:34]3)=[O:39])[CH2:26][CH2:27]2)=[O:40])[CH3:41])[cH:42][cH:43]1.[CH3:44][OH:45].[CH:1]([O-:2])=[O:3].[NH4+:4]>>[OH:12][c:13]1[cH:14][cH:15][c:16]([C:17](=[O:18])[NH:19][CH:20]([C:21]([N:22]2[CH2:23][CH2:24][N:25]([C:28]([c:29]3[c:30]([C:35]([F:36])([F:37])[F:38])[cH:31][cH:32][cH:33][cH:34]3)=[O:39])[CH2:26][CH2:27]2)=[O:40])[CH3:41])[cH:42][cH:43]1. Yields the product Nc1ccc(OCCn2ccnn2)cc1. The reactants are O=[N+]([O-])[O-], N=C(N)[NH2+]c1ccc(OCCn2ccnn2)cc1, O=[N+]([O-])c1ccc(OCCn2ccnn2)cc1. RXN SMILES: [O-:36][N+:37](=[O:38])[O-:39].[n:18]1([CH2:19][CH2:20][O:21][c:22]2[cH:23][cH:24][c:25]([NH2+:26][C:27]([NH2:28])=[NH:29])[cH:30][cH:31]2)[cH:32][cH:33][n:34][n:35]1.[n:1]1([CH2:6][CH2:7][O:8][c:9]2[cH:10][cH:11][c:12]([N+:15]([O-:16])=[O:17])[cH:13][cH:14]2)[n:2][n:3][cH:4][cH:5]1>>[n:1]1([CH2:6][CH2:7][O:8][c:9]2[cH:10][cH:11][c:12]([NH2:15])[cH:13][cH:14]2)[n:2][n:3][cH:4][cH:5]1. The reactants are O=[N+]([O-])O, O=N[O-], CCOC(=O)c1ccc(N)c(C)c1, NC(N)=O, [Na+], O, O, O, O, O, O=S(=O)(O)O. The product is CCOC(=O)c1ccc(O)c(C)c1. RXN SMILES: [N+:31]([O-:32])([OH:33])=[O:34].[N:20]([O-:21])=[O:22].[NH2:1][c:2]1[c:3]([CH3:13])[cH:4][c:5]([C:6](=[O:7])[O:8][CH2:9][CH3:10])[cH:11][cH:12]1.[NH2:24][C:25](=[O:26])[NH2:27].[Na+:23].[OH2:19].[OH2:28].[OH2:29].[OH2:30].[OH2:35].[S:14]([OH:15])(=[O:16])(=[O:17])[OH:18]>>[c:2]1([OH:15])[c:3]([CH3:13])[cH:4][c:5]([C:6](=[O:7])[O:8][CH2:9][CH3:10])[cH:11][cH:12]1. Reactants: CCCBr (n-propyl bromide), resultant mixture, C(C)N1C(C=2C=3C(=C4C(=CC13)C=CC(=C4OC)OC)C=C(C2)C)=O (5-ethyl-4,5-dihydro-9,10-dimethoxy-2-methyl-4-oxo-dibenz[cd,f]indole), [Mg] (magnesium). Run in O1CCCC1 (tetrahydrofuran), O1CCCC1 (tetrahydrofuran). Run at time 1 hour. The product is C(C)N1C(C=2C=3C(=C4C(=CC13)C=CC(=C4OC)OC)C=C(C2)C)(CCC)O (5-ethyl-4,5-dihydro-4-hydroxy-9,10-dimethoxy-2-methyl-4-n-propyl-dibenz[cd,f]indole). As a reaction SMILES: [CH3:1][CH2:2][CH2:3]Br.[Mg].[CH2:6]([N:8]1[C:16]2[CH:15]=[C:14]3[CH:17]=[CH:18][C:19]([O:23][CH3:24])=[C:20]([O:21][CH3:22])[C:13]3=[C:12]3[CH:25]=[C:26]([CH3:28])[CH:27]=[C:10]([C:11]=23)[C:9]1=[O:29])[CH3:7]>O1CCCC1>[CH2:6]([N:8]1[C:16]2[CH:15]=[C:14]3[CH:17]=[CH:18][C:19]([O:23][CH3:24])=[C:20]([O:21][CH3:22])[C:13]3=[C:12]3[CH:25]=[C:26]([CH3:28])[CH:27]=[C:10]([C:11]=23)[C:9]1([OH:29])[CH2:1][CH2:2][CH3:3])[CH3:7]. Procedure details: A solution of 377 ml (4.1M) of n-propyl bromide in 4 liters tetrahydrofuran is added over a period of 90 minutes at reflux to 99.8 g (4.1M) of magnesium turnings and the mixture is stirred for one hour at reflux. To the resultant mixture is added dropwise over 30 minutes and under a nitrogen atmosphere a solution of 880 g (2.73M) of 5-ethyl-4,5-dihydro-9,10-dimethoxy-2-methyl-4-oxo-dibenz[cd,f]indole in 6 liters tetrahydrofuran. The reaction mixture is warmed for 2 hours at reflux and then extra... Starting materials: Br, COc1ccc2c(c1)CCC(c1ccccc1)C2=O, O. Product: O=C1c2ccc(O)cc2CCC1c1ccccc1. Reaction SMILES: [BrH:20].[CH3:1][O:2][c:3]1[cH:4][c:5]2[c:10]([cH:11][cH:12]1)[C:9](=[O:13])[CH:8]([c:14]1[cH:15][cH:16][cH:17][cH:18][cH:19]1)[CH2:7][CH2:6]2.[OH2:21]>>[OH:2][c:3]1[cH:4][c:5]2[c:10]([cH:11][cH:12]1)[C:9](=[O:13])[CH:8]([c:14]1[cH:15][cH:16][cH:17][cH:18][cH:19]1)[CH2:7][CH2:6]2. Starting materials: [H][H] (hydrogen), [H][H] (hydrogen), ClC1=C(C=C2C(=N1)CCCCC2)C(=O)OC (methyl 2-chloro-6,7,8,9-tetrahydro-5H-cyclohepta[b]pyridine-3-carboxylate). Reagents/catalysts: [C].[Pd] (palladium-carbon). The solvent is CO (methanol), CO (methanol). The product is N1=C2C(=CC(=C1)C(=O)OC)CCCCC2 (Methyl 6,7,8,9-tetrahydro-5H-cyclohepta[b]pyridine-3-carboxylate). Yield: 100.2%. Reaction SMILES: [H][H].Cl[C:4]1[N:9]=[C:8]2[CH2:10][CH2:11][CH2:12][CH2:13][CH2:14][C:7]2=[CH:6][C:5]=1[C:15]([O:17][CH3:18])=[O:16]>CO.[C].[Pd]>[N:9]1[CH:4]=[C:5]([C:15]([O:17][CH3:18])=[O:16])[CH:6]=[C:7]2[CH2:14][CH2:13][CH2:12][CH2:11][CH2:10][C:8]=12 |f:3.4|. Procedure details: After suspending 10% palladium-carbon (600.0 mg) in methanol (15.0 ml), the suspension was stirred at room temperature for 30 minutes in an atmosphere of hydrogen. A methanol solution (30.0 ml) of methyl 2-chloro-6,7,8,9-tetrahydro-5H-cyclohepta[b]pyridine-3-carboxylate (3.00 g, 12.5 mmol) was added to the reaction solution and stirred at room temperature for 18 hours in an atmosphere of hydrogen. After removing the catalyst by filtration, the thus obtained residue was washed with methanol, the ... The reactants are C1(=CC=CC=C1)S(=O)(=O)N1C=C(C2=CC=CC=C12)Br (1-Benzenesulfonyl-3-bromoindole), C1(=CC=CC=C1)S(=O)(=O)N1C=C(C2=CC(=CC=C12)Cl)Br (1-Benzenesulfonyl-3-bromo-5-chloro-indole), C1(CCCC1)OC=1C=C(C=CC1OC)B(O)O (3-cyclopentyloxy-4-methoxy-phenylboronic acid), COC=1C=C(C=CC1OC)B(O)O (3,4-dimethoxyphenyl boronic acid), CC=1C=NC2=C(C=CC=C2C1)S(=O)(=O)Cl (3-methyl-quinoline-8-sulfonyl chloride). Yields the product ClC=1C=C2C(=CN(C2=CC1)S(=O)(=O)C=1C=CC=C2C=C(C=NC12)C)C1=CC(=C(C=C1)OC)OC1CCCC1 (8-[5-Chloro-3-(3-cyclopentyloxy-4-methoxy-phenyl)-indole-1-sulfonyl]-3-methyl-quinoline). Reaction SMILES: C1(S(N2C3C(=CC=CC=3)C(Br)=C2)(=O)=O)C=CC=CC=1.COC1C=C(B(O)O)C=CC=1OC.[CH3:33][C:34]1[CH:35]=[N:36][C:37]2[C:42]([CH:43]=1)=[CH:41][CH:40]=[CH:39][C:38]=2[S:44](Cl)(=[O:46])=[O:45].C1(S([N:57]2[C:65]3[C:60](=[CH:61][C:62]([Cl:66])=[CH:63][CH:64]=3)[C:59](Br)=[CH:58]2)(=O)=O)C=CC=CC=1.[CH:68]1([O:73][C:74]2[CH:75]=[C:76](B(O)O)[CH:77]=[CH:78][C:79]=2[O:80][CH3:81])[CH2:72][CH2:71][CH2:70][CH2:69]1>>[Cl:66][C:62]1[CH:61]=[C:60]2[C:65](=[CH:64][CH:63]=1)[N:57]([S:44]([C:38]1[CH:39]=[CH:40][CH:41]=[C:42]3[C:37]=1[N:36]=[CH:35][C:34]([CH3:33])=[CH:43]3)(=[O:46])=[O:45])[CH:58]=[C:59]2[C:76]1[CH:77]=[CH:78][C:79]([O:80][CH3:81])=[C:74]([O:73][CH:68]2[CH2:69][CH2:70][CH2:71][CH2:72]2)[CH:75]=1. Procedure details: 8-[5-Chloro-3-(3-cyclopentyloxy-4-methoxy-phenyl)-indole-1-sulfonyl]-3-methyl-quinoline 95 was prepared using the same protocol as described in Examples 21 and 22, substituting 8-quinoline-sulfonyl chloride, 1-Benzenesulfonyl-3-bromoindole and 3,4-dimethoxyphenyl boronic acid with 3-methyl-quinoline-8-sulfonyl chloride, 1-Benzenesulfonyl-3-bromo-5-chloro-indole and 3-cyclopentyloxy-4-methoxy-phenylboronic acid respectively. MS(ESI) [M+H+]+=547.10.